Dataset: the Open Reaction Database (ORD), a public repository of structured organic reaction records. Task: describe an organic reaction: reactants, conditions, products, and yield Reactants: ClC=1C=CC2=C(N(C(C3=CN=CC=C23)=O)C2CC2)C1 (8-chloro-6-cyclopropylbenzo[c][2,7]naphthyridin-5(6H)-one), C([O-])([O-])=O.[Cs+].[Cs+] (cesium carbonate), C(=O)(OC(C)(C)C)N[C@@H](CC(C)C)CO (N-Boc-L-leucinol), C(C)(C)(C)P(C1=C(C=CC=C1)C1=C(C=C(C=C1C(C)C)C(C)C)C(C)C)C(C)(C)C (di-tert-butyl(2′,4′,6′-triisopropyl-[1,1′-biphenyl]-2-yl)phosphine). Reagents/catalysts: C(C)(=O)[O-].[Pd+2].C(C)(=O)[O-] (palladium(II)acetate). The solvent is C1(=CC=CC=C1)C (toluene). Conditions: temperature 80 celsius, time 8 hour. Yields the product COCCN1C(C2=CN=CC=C2C2=C1C=C(C=C2)OC[C@H](CC(C)C)NC(OC(C)(C)C)=O)=O ((S)-tert-butyl (1-((6-(2-methoxyethyl)-5-oxo-5,6-dihydrobenzo[c][2,7]naphthyridin-8-yl)oxy)-4-methylpentan-2-yl)carbamate). Isolated yield 49.1%. RXN SMILES: Cl[C:2]1[CH:3]=[CH:4][C:5]2[C:14]3[C:9](=[CH:10][N:11]=[CH:12][CH:13]=3)[C:8](=[O:15])[N:7]([CH:16]3[CH2:18]C3)[C:6]=2[CH:19]=1.[C:20](=O)([O-])[O-:21].[Cs+].[Cs+].[C:26]([NH:33][C@H:34]([CH2:39][OH:40])[CH2:35][CH:36]([CH3:38])[CH3:37])([O:28][C:29]([CH3:32])([CH3:31])[CH3:30])=[O:27].C(P(C(C)(C)C)C1C=CC=CC=1C1C(C(C)C)=CC(C(C)C)=CC=1C(C)C)(C)(C)C>C1(C)C=CC=CC=1.C([O-])(=O)C.[Pd+2].C([O-])(=O)C>[CH3:20][O:21][CH2:18][CH2:16][N:7]1[C:6]2[CH:19]=[C:2]([O:40][CH2:39][C@@H:34]([NH:33][C:26](=[O:27])[O:28][C:29]([CH3:31])([CH3:30])[CH3:32])[CH2:35][CH:36]([CH3:37])[CH3:38])[CH:3]=[CH:4][C:5]=2[C:14]2[C:9](=[CH:10][N:11]=[CH:12][CH:13]=2)[C:8]1=[O:15] |f:1.2.3,7.8.9|. Procedure: To a solution 8-chloro-6-cyclopropylbenzo[c][2,7]naphthyridin-5(6H)-one (100 mg, 0.346 mmol) in toluene (5 mL) at room temperature was added cesium carbonate (169 mg, 0.520 mmol) and N-Boc-L-leucinol (226 mg, 1.039 mmol) and the mixture was degassed with nitrogen for 5 min. The mixture was then treated with di-tert-butyl(2′,4′,6′-triisopropyl-[1,1′-biphenyl]-2-yl)phosphine (47.8 mg, 0.208 mmol) followed by palladium(II)acetate (23.3 mg, 0.104 mmol) and degassed for another 10 min. The reaction m... The reactants are O (Water), ClC=1C=C2C(=NC1)N(C=C2B2OC(C(O2)(C)C)(C)C)COCC[Si](C)(C)C (5-chloro-3-(4,4,5,5-tetramethyl-1,3,2-dioxaborolan-2-yl)-1-((2-(trimethylsilyl)ethoxy)methyl)-1H-pyrrolo[2,3-b]pyridine), BrC=1C=C(C=NC1)N[C@@H](C(=O)NCC(F)(F)F)C(C)C ((R)-2-(5-bromopyridin-3-ylamino)-3-methyl-N-(2,2,2-trifluoroethyl)butanamide), C(=O)([O-])[O-].[Na+].[Na+] (Na2CO3). Reagents/catalysts: C=1C=CC(=CC1)[P](C=2C=CC=CC2)(C=3C=CC=CC3)[Pd]([P](C=4C=CC=CC4)(C=5C=CC=CC5)C=6C=CC=CC6)([P](C=7C=CC=CC7)(C=8C=CC=CC8)C=9C=CC=CC9)[P](C=1C=CC=CC1)(C=1C=CC=CC1)C=1C=CC=CC1 (Tetrakis). Solvent: COCCOC (DME). Reaction conditions: temperature 100 celsius. The product is ClC=1C=C2C(=NC1)N(C=C2C=2C=C(C=NC2)NC(C(=O)NCC(F)(F)F)C(C)C)COCC[Si](C)(C)C (2-(5-(5-chloro-1-((2-(trimethylsilyl)ethoxy)methyl)-1H-pyrrolo[2,3-b]pyridin-3-yl)pyridin-3-ylamino)-3-methyl-N-(2,2,2-trifluoroethyl)butanamide). The yield is 73.8%. As a reaction SMILES: [Cl:1][C:2]1[CH:3]=[C:4]2[C:10](B3OC(C)(C)C(C)(C)O3)=[CH:9][N:8]([CH2:20][O:21][CH2:22][CH2:23][Si:24]([CH3:27])([CH3:26])[CH3:25])[C:5]2=[N:6][CH:7]=1.Br[C:29]1[CH:30]=[C:31]([NH:35][C@H:36]([CH:45]([CH3:47])[CH3:46])[C:37]([NH:39][CH2:40][C:41]([F:44])([F:43])[F:42])=[O:38])[CH:32]=[N:33][CH:34]=1.C([O-])([O-])=O.[Na+].[Na+].O>COCCOC.C1C=CC([P]([Pd]([P](C2C=CC=CC=2)(C2C=CC=CC=2)C2C=CC=CC=2)([P](C2C=CC=CC=2)(C2C=CC=CC=2)C2C=CC=CC=2)[P](C2C=CC=CC=2)(C2C=CC=CC=2)C2C=CC=CC=2)(C2C=CC=CC=2)C2C=CC=CC=2)=CC=1>[Cl:1][C:2]1[CH:3]=[C:4]2[C:10]([C:29]3[CH:30]=[C:31]([NH:35][CH:36]([CH:45]([CH3:47])[CH3:46])[C:37]([NH:39][CH2:40][C:41]([F:44])([F:43])[F:42])=[O:38])[CH:32]=[N:33][CH:34]=3)=[CH:9][N:8]([CH2:20][O:21][CH2:22][CH2:23][Si:24]([CH3:25])([CH3:26])[CH3:27])[C:5]2=[N:6][CH:7]=1 |f:2.3.4,^1:64,66,85,104|. Procedure details: To a nitrogen gas purged mixture of 5-chloro-3-(4,4,5,5-tetramethyl-1,3,2-dioxaborolan-2-yl)-1-((2-(trimethylsilyl)ethoxy)methyl)-1H-pyrrolo[2,3-b]pyridine (231 mg, 0.565 mmol), (R)-2-(5-bromopyridin-3-ylamino)-3-methyl-N-(2,2,2-trifluoroethyl)butanamide (200 mg, 0.565 mmol), and Na2CO3 (847 μl, 1.694 mmol) in DME (3765 μl) was added Tetrakis (131 mg, 0.113 mmol). The reaction mixture was heated at 100° C. in a sealed microwave vessel for 1 h. Water (10 mL) was added and the mixture was extracte... Reactants: CC(C)(C)OC(=O)NCCCC(CO[Si](C)(C)C(C)(C)C)Nc1c([N+](=O)[O-])cnc2ccccc12, CC#N. Product: CC(C)(C)OC(=O)NCCCC(CO[Si](C)(C)C(C)(C)C)Nc1c(N)cnc2ccccc12. Reaction SMILES: [C:1]([CH3:2])([CH3:3])([CH3:4])[Si:5]([O:6][CH2:7][CH:8]([CH2:9][CH2:10][CH2:11][NH:12][C:13]([O:14][C:15]([CH3:16])([CH3:17])[CH3:18])=[O:19])[NH:20][c:21]1[c:22]([N+:31]([O-:32])=[O:33])[cH:23][n:24][c:25]2[cH:26][cH:27][cH:28][cH:29][c:30]12)([CH3:34])[CH3:35].[CH3:36][C:37]#[N:38]>>[C:1]([CH3:2])([CH3:3])([CH3:4])[Si:5]([O:6][CH2:7][CH:8]([CH2:9][CH2:10][CH2:11][NH:12][C:13]([O:14][C:15]([CH3:16])([CH3:17])[CH3:18])=[O:19])[NH:20][c:21]1[c:22]([NH2:31])[cH:23][n:24][c:25]2[cH:26][cH:27][cH:28][cH:29][c:30]12)([CH3:34])[CH3:35]. The reactants are FC1=C(C=C(C(=C1)[N+](=O)[O-])F)C(C(=O)OCC)C(=O)OCC (diethyl (2,5-difluoro-4-nitrophenyl)propanedioate), C(=O)[O-].[NH4+] (ammonium formate). Reagents/catalysts: [Pd] (Pd/C). Run in C(C)O (ethanol). Product: NC1=CC(=C(C=C1F)C(C(=O)OCC)C(=O)OCC)F (diethyl (4-amino-2,5-difluorophenyl)propanedioate). Isolated yield 99.9%. Reaction SMILES: [F:1][C:2]1[CH:7]=[C:6]([N+:8]([O-])=O)[C:5]([F:11])=[CH:4][C:3]=1[CH:12]([C:18]([O:20][CH2:21][CH3:22])=[O:19])[C:13]([O:15][CH2:16][CH3:17])=[O:14].C([O-])=O.[NH4+]>C(O)C.[Pd]>[NH2:8][C:6]1[C:5]([F:11])=[CH:4][C:3]([CH:12]([C:18]([O:20][CH2:21][CH3:22])=[O:19])[C:13]([O:15][CH2:16][CH3:17])=[O:14])=[C:2]([F:1])[CH:7]=1 |f:1.2|. Reported procedure: 10% Pd/C (wet paste, 484 mg) was added to a solution of diethyl (2,5-difluoro-4-nitrophenyl)propanedioate (4.84 g, 15.3 mmol) and ammonium formate (5 eq, 4.81 g, 76.34 mmol) in ethanol (100 mL). The reaction mixture was heated to reflux under argon for one hour. The reaction was allowed to cool and then filtered through celite to remove the Pd residues. The filtrate was evaporated to dryness and then partitioned between ethyl acetate (100 mL) and water (100 mL). The organic layer was separated, ...